Dataset: the Open Reaction Database (ORD), a public repository of structured organic reaction records. Task: describe an organic reaction: reactants, conditions, products, and yield Reactants: FC1=C(C(=O)[O-])C=CC=C1C=O (2-fluoro-3-formylbenzoate), N(N)CCO (2-hydrazinoethanol), CO (methanol). Run in C(C)(=O)OCC (ethyl acetate). Product: OCCN1N=CC2=CC=CC(=C12)C(=O)OC (methyl 1-(2-hydroxyethyl)-1H-indazole-7-carboxylate). Yield: 95.0%. As a reaction SMILES: F[C:2]1[C:10]([CH:11]=O)=[CH:9][CH:8]=[CH:7][C:3]=1[C:4]([O-:6])=[O:5].[NH:13]([CH2:15][CH2:16][OH:17])[NH2:14].[CH3:18]O>C(OCC)(=O)C>[OH:17][CH2:16][CH2:15][N:13]1[C:2]2[C:10](=[CH:9][CH:8]=[CH:7][C:3]=2[C:4]([O:6][CH3:18])=[O:5])[CH:11]=[N:14]1. Procedure details: To a stirred solution of 2-fluoro-3-formylbenzoate (0.5 g, 2.8 mmol) in methanol (4 mL) was added 2-hydrazinoethanol (0.2 mL, 2.8 mmol) and the mixture was stirred at room temperature. After the starting material was consumed, the solution was transferred to a microwave tube and microwaved at 150° C. for 5 h. The crude reaction was diluted with ethyl acetate, washed with water, dried (Na2SO4), filtered, concentrated under reduced pressure and purified by column chromatography (silica gel, 0% to ... Reactants: O=C([O-])[O-], CC1NC(=O)CC1(O)C1CC1, Cc1c(I)ccc(C#N)c1Cl, [Cs+], [Cs+], O=C(C=Cc1ccccc1)C=Cc1ccccc1, O=C(C=Cc1ccccc1)C=Cc1ccccc1, O=C(C=Cc1ccccc1)C=Cc1ccccc1, [Pd], [Pd], CC1(C)c2cccc(P(c3ccccc3)c3ccccc3)c2Oc2c(P(c3ccccc3)c3ccccc3)cccc21. Yields the product Cc1c(N2C(=O)CC(O)(C3CC3)C2C)ccc(C#N)c1Cl. RXN SMILES: [C:65](=[O:66])([O-:67])[O-:68].[CH:12]1([C:15]2([OH:22])[CH2:16][C:17](=[O:21])[NH:18][CH:19]2[CH3:20])[CH2:13][CH2:14]1.[Cl:1][c:2]1[c:3]([C:4]#[N:5])[cH:6][cH:7][c:8]([I:11])[c:9]1[CH3:10].[Cs+:69].[Cs+:70].[O:109]=[C:110]([CH:111]=[CH:112][c:113]1[cH:114][cH:115][cH:116][cH:117][cH:118]1)[CH:119]=[CH:120][c:121]1[cH:122][cH:123][cH:124][cH:125][cH:126]1.[O:73]=[C:74]([CH:75]=[CH:76][c:77]1[cH:78][cH:79][cH:80][cH:81][cH:82]1)[CH:83]=[CH:84][c:85]1[cH:86][cH:87][cH:88][cH:89][cH:90]1.[O:91]=[C:92]([CH:93]=[CH:94][c:95]1[cH:96][cH:97][cH:98][cH:99][cH:100]1)[CH:101]=[CH:102][c:103]1[cH:104][cH:105][cH:106][cH:107][cH:108]1.[Pd:71].[Pd:72].[c:23]1([P:24]([c:25]2[cH:26][cH:27][cH:28][cH:29][cH:30]2)[c:31]2[c:32]3[c:56]([cH:57][cH:58][cH:59]2)[C:53]([CH3:54])([CH3:55])[c:35]2[c:34]([c:39]([P:40]([c:41]4[cH:42][cH:43][cH:44][cH:45][cH:46]4)[c:47]4[cH:48][cH:49][cH:50][cH:51][cH:52]4)[cH:38][cH:37][cH:36]2)[O:33]3)[cH:60][cH:61][cH:62][cH:63][cH:64]1>>[Cl:1][c:2]1[c:3]([C:4]#[N:5])[cH:6][cH:7][c:8]([N:18]2[C:17](=[O:21])[CH2:16][C:15]([CH:12]3[CH2:13][CH2:14]3)([OH:22])[CH:19]2[CH3:20])[c:9]1[CH3:10]. Reaction SMILES: CO.[C:3]([C:5]1[C:10]([F:11])=[C:9]([F:12])[C:8]([OH:13])=[C:7]([F:14])[C:6]=1[F:15])#[N:4].[C:16](Cl)(=[O:20])[C:17]([CH3:19])=[CH2:18].O>[Na]>[C:16]([O:13][C:8]1[C:7]([F:14])=[C:6]([F:15])[C:5]([C:3]#[N:4])=[C:10]([F:11])[C:9]=1[F:12])(=[O:20])[C:17]([CH3:19])=[CH2:18] |^1:22|. Product: C(C(=C)C)(=O)OC1=C(C(=C(C(=C1F)F)C#N)F)F (4-cyano-2,3,5,6-tetrafluorophenyl methacrylate). Yield: 33.2%. Procedure: In 50 ml of methanol having 0.94 g (0.0236 mol) of sodium hydroide dissolved therein, 3.0 g (0.0157 mol) of 4-cyano-2,3,5,6-tetrafluorophenol was dissolved. The resultant solution was kept with ice at 0° C. To the cooled solution, 1.80 g (0.0173 mol) of methacrylic acid chloride as slowly added dropwise. After completion of this dropwise addition, the resultant mixture was stirred at the same temperature for two hours. It was then mixed with 50 ml of pure water and adjusted to pH 10 by addition ... Reactants: C(#N)C1=C(C(=C(C(=C1F)F)O)F)F (4-cyano-2,3,5,6-tetrafluorophenol), C(C(=C)C)(=O)Cl (methacrylic acid chloride), resultant mixture, CO (methanol), resultant solution, O (water). Run in [Na] (sodium), [Na] (sodium). Starting materials: N1CCC(CC1)N1C(NC2=C1C=C(C=C2)OC(F)(F)F)=O (1-piperidin-4-yl-6-(trifluoromethoxy)-1,3-dihydro-2H-benzimidazol-2-one), OC(C#N)(C)C (2-hydroxy-2-methylpropanenitrile), O1CCC(CC1)=O (tetrahydro-4H-pyran-4-one). Run in CN(C(C)=O)C (N,N-dimethylacetamide). Run at temperature 60 celsius, time 8 hour. Product: O=C1NC2=C(N1C1CCN(CC1)C1(CCOCC1)C#N)C=C(C=C2)OC(F)(F)F (4-{4-[2-Oxo-6-(trifluoromethoxy)-2,3-dihydro-1H-benzimidazol-1-yl]piperidin-1-yl}tetrahydro-2H-pyran-4-carbonitrile). RXN SMILES: [NH:1]1[CH2:6][CH2:5][CH:4]([N:7]2[C:11]3[CH:12]=[C:13]([O:16][C:17]([F:20])([F:19])[F:18])[CH:14]=[CH:15][C:10]=3[NH:9][C:8]2=[O:21])[CH2:3][CH2:2]1.O[C:23]([CH3:27])([CH3:26])[C:24]#[N:25].[O:28]1[CH2:33]CC(=O)C[CH2:29]1>CN(C)C(=O)C>[O:21]=[C:8]1[N:7]([CH:4]2[CH2:5][CH2:6][N:1]([C:23]3([C:24]#[N:25])[CH2:27][CH2:33][O:28][CH2:29][CH2:26]3)[CH2:2][CH2:3]2)[C:11]2[CH:12]=[C:13]([O:16][C:17]([F:18])([F:20])[F:19])[CH:14]=[CH:15][C:10]=2[NH:9]1. Procedure: A mixture of 1-piperidin-4-yl-6-(trifluoromethoxy)-1,3-dihydro-2H-benzimidazol-2-one (D32, 301 mg), 2-hydroxy-2-methylpropanenitrile, (160 mg), tetrahydro-4H-pyran-4-one (200 mg) magnesium sulphate (600 mg) and N,N-dimethylacetamide (1 ml) were stirred at 60° C. under a slow stream of argon overnight. The resulting white paste was partitioned between dichloromethane and water and sonicated. The dichloromethane layer was separated, dried by passing through a 3 g hydromatrix cartridge. (Large prop... Starting materials: FC1=NC(=CC=C1)F (2,6-Difluoropyridine), O.NN (hydrazine hydrate). The solvent is C(C)(C)O (isopropyl alcohol). The product is FC1=CC=CC(=N1)NN (6-fluoro-2-hydrazinopyridine). The yield is 76.8%. Reaction SMILES: [F:1][C:2]1[CH:7]=[CH:6][CH:5]=[C:4](F)[N:3]=1.O.[NH2:10][NH2:11]>C(O)(C)C>[F:1][C:2]1[N:3]=[C:4]([NH:10][NH2:11])[CH:5]=[CH:6][CH:7]=1 |f:1.2|. Reported procedure: 2,6-Difluoropyridine (25 g), isopropyl alcohol (100 ml) and hydrazine hydrate (40 ml) were mixed and refluxed with heating for 3 hours. The isopropyl alcohol was evaporated under reduced pressure, and the residue was added with water. The deposited crystals were collected by filtration, washed with water and dried to obtain 6-fluoro-2-hydrazinopyridine (21.2 g, yield: 76.8%). Coloration was observed during drying, and accordingly, the product was used for the next reaction immediately after the ... Reactants: 4-(4-trifluoromethylphenyl)acetophenone, 4-(4-trifluoromethylphenyl)acetophenone, BrC1=CC=C(C=C1)C(F)(F)F (4-bromobenzotrifluoride), C(C)(=O)C1=CC=C(C=C1)B(O)O (4-acetylphenylboronic acid), C(=O)([O-])[O-].[K+].[K+] (K2CO3), FC(C(=O)OCC)(F)F (ethyl trifluoroacetate), [H-].[Na+] (NaH). The reagents and catalysts are [N+](CCCC)(CCCC)(CCCC)CCCC.[Br-] (Bu4NBr), CC(=O)[O-].CC(=O)[O-].[Pd+2] (Pd(OAc)2). The solvent is C(Cl)Cl (CH2Cl2), O (water), O (H2O), C(Cl)Cl (CH2Cl2). Conditions: temperature 70 celsius, time 30 minute. Yields the product FC(C(CC(=O)C1=CC=C(C=C1)C1=CC=C(C=C1)C(F)(F)F)=O)(F)F (4,4,4-trifluoro-1-(4-(4-trifluoromethylphenyl)phenyl)butane-1,3-dione). The yield is 132.5%. As a reaction SMILES: Br[C:2]1[CH:7]=[CH:6][C:5]([C:8]([F:11])([F:10])[F:9])=[CH:4][CH:3]=1.[C:12]([C:15]1[CH:20]=[CH:19][C:18](B(O)O)=[CH:17][CH:16]=1)(=[O:14])[CH3:13].C([O-])([O-])=O.[K+].[K+].[F:30][C:31]([F:38])([F:37])[C:32](OCC)=[O:33].[H-].[Na+]>[N+](CCCC)(CCCC)(CCCC)CCCC.[Br-].O.C(Cl)Cl.CC([O-])=O.CC([O-])=O.[Pd+2]>[F:30][C:31]([F:38])([F:37])[C:32](=[O:33])[CH2:13][C:12]([C:15]1[CH:20]=[CH:19][C:18]([C:2]2[CH:7]=[CH:6][C:5]([C:8]([F:11])([F:10])[F:9])=[CH:4][CH:3]=2)=[CH:17][CH:16]=1)=[O:14] |f:2.3.4,6.7,8.9,12.13.14|. Procedure: synthesis. Step a. The preparation of 4-(4-trifluoromethylphenyl)acetophenone was carried out as follows. To the mixture of 4-bromobenzotrifluoride (1.0 g, 4.4 mmol) and 4-acetylphenylboronic acid (0.739 g, 4.4 mmol), Pd(OAc)2 (1.97 mg), K2CO3 (1.54 g), Bu4NBr (1.43 g) and H2O (7 mL) were added, The mixture was stirred under argon for 30 min, warmed to 70° C., and kept stirring for 1 hr. The solution was cooled to room temperature, diluted with water, extracted with ethyl acetate. The intermedia... The reactants are CC(=CC1=CC=CC=C1)C ((2-methyl-propenyl)-benzene), C(CC)#N (propionitrile), [OH-].[Na+] (NaOH). Run in O (water). Run at time 16 hour. Yields the product CC(CC1=CC=CC=C1)(C)NC(CC)=O (N-(1,1-Dimethyl-2-phenyl-ethyl)-propionamide). Yield: 40.0%. Reaction SMILES: [CH3:1][C:2]([CH3:10])=[CH:3][C:4]1[CH:9]=[CH:8][CH:7]=[CH:6][CH:5]=1.[C:11](#[N:14])[CH2:12][CH3:13].[OH-:15].[Na+]>O>[CH3:1][C:2]([NH:14][C:11](=[O:15])[CH2:12][CH3:13])([CH3:10])[CH2:3][C:4]1[CH:9]=[CH:8][CH:7]=[CH:6][CH:5]=1 |f:2.3|. Reported procedure: To a solution of (2-methyl-propenyl)-benzene (2.6 g, 19.67 mmol) in propionitrile (20 g, 363 mmol) H2SO4 (39.33 mmol) was added at 10° C. The mixture was stirred at room temperature for 16 h. Then the mixture was poured into water and adjusted to an alkaline pH with NaOH. The aqueous layer was extracted three times with ethyl acetate, the organic layers combined, washed with water and brine, dried over MgSO4, filtered, and the solvent evaporated under reduced pressure to give the product as a ye...